From a dataset of the Open Reaction Database (ORD), a public repository of structured organic reaction records. describe an organic reaction: reactants, conditions, products, and yield The reactants are CCCCCCOc1ccccc1[N+](=O)[O-], CO, [H][H]. Product: CCCCCCOc1ccccc1N. RXN SMILES: [CH2:1]([CH2:2][CH2:3][CH2:4][CH2:5][CH3:6])[O:7][c:8]1[c:9]([N+:14]([O-:15])=[O:16])[cH:10][cH:11][cH:12][cH:13]1.[CH3:19][OH:20].[H:17][H:18]>>[CH2:1]([CH2:2][CH2:3][CH2:4][CH2:5][CH3:6])[O:7][c:8]1[c:9]([NH2:14])[cH:10][cH:11][cH:12][cH:13]1. The reactants are CC(C)(C)O, CC=C(C)C, [O-][Cl+][O-], [Na+], [Na+], O=Cc1cc2c(cn1)OCCO2, O, O=P([O-])(O)O. Product: O=C(O)c1cc2c(cn1)OCCO2. As a reaction SMILES: [CH3:23][C:24]([OH:25])([CH3:26])[CH3:27].[CH3:28][C:29](=[CH:30][CH3:31])[CH3:32].[Cl+:13]([O-:14])[O-:15].[Na+:16].[Na+:17].[O:1]1[CH2:2][CH2:3][O:4][c:5]2[cH:6][n:7][c:8]([CH:11]=[O:12])[cH:9][c:10]21.[OH2:33].[OH:18][P:19](=[O:20])([O-:21])[OH:22]>>[O:1]1[CH2:2][CH2:3][O:4][c:5]2[cH:6][n:7][c:8]([C:11](=[O:12])[OH:14])[cH:9][c:10]21. The reactants are C1(CCCCC1)CCCCC[Mg]Br (5-cyclohexylpentyl-magnesium bromide), S(O)(O)(=O)=O (sulfuric acid), BrCCCCCC1CCCCC1 (1-bromo-5-cyclohexylpentane), [Mg] (magnesium), BrCCBr (1,2-dibromoethane), C[Si](C1=CC(=CO1)C=O)(C)C (5-trimethylsilyl-3-furaldehyde). Reagents/catalysts: ice. The solvent is O1CCCC1 (tetrahydrofuran), O1CCCC1 (tetrahydrofuran). Reaction conditions: time 1 hour. Product: C1(CCCCC1)CCCCCC(O)C=1C=C(OC1)[Si](C)(C)C (4-(6-Cyclohexyl-1-hydroxyhexyl)-2-trimethylsilylfuran). Reaction SMILES: [CH:1]1([CH2:7][CH2:8][CH2:9][CH2:10][CH2:11][Mg]Br)[CH2:6][CH2:5][CH2:4][CH2:3][CH2:2]1.BrCCCCCC1CCCCC1.[Mg].BrCCBr.[CH3:31][Si:32]([CH3:41])([CH3:40])[C:33]1[O:37][CH:36]=[C:35]([CH:38]=[O:39])[CH:34]=1.S(=O)(=O)(O)O>O1CCCC1>[CH:1]1([CH2:7][CH2:8][CH2:9][CH2:10][CH2:11][CH:38]([C:35]2[CH:34]=[C:33]([Si:32]([CH3:41])([CH3:40])[CH3:31])[O:37][CH:36]=2)[OH:39])[CH2:6][CH2:5][CH2:4][CH2:3][CH2:2]1. Procedure: To a stirred solution of 5-cyclohexylpentyl-magnesium bromide (1.32 mmol, prepared from 0.31 g., 1.32 mmol 1-bromo-5-cyclohexylpentane and 2.88 mmol magnesium, with a catalytic amount of 1,2-dibromoethane as initiator), in 2.5 ml anhydrous tetrahydrofuran at 0° under argon was added dropwise 5-trimethylsilyl-3-furaldehyde (0.23 g., 1.40 mmol) in 2.5 ml tetrahydrofuran. This solution was allowed to warm to room temperature, stirred for one hour, and then poured over crushed ice containing several... Starting materials: S(C)(=O)(=O)OCC(C)OC1=CC=C(C=C1)OC1=CC=C(C=C1)Cl ((±)-2-[4-(4-Chlorophenoxy)-phenoxyl]-propyl mesylate), NC(CO)(C)C (2-amino-2-methyl-1-propanol). The solvent is O (water). Yields the product Cl.OCC(C)(C)NCC(C)OC1=CC=C(C=C1)OC1=CC=C(C=C1)Cl ((±)-N-(β-Hydroxy-α,α-dimethylethyl)-2-[4-(4-chlorophenoxy)-phenoxy]-1-propylamine hydrochloride). Reaction SMILES: S(O[CH2:6][CH:7]([O:9][C:10]1[CH:15]=[CH:14][C:13]([O:16][C:17]2[CH:22]=[CH:21][C:20]([Cl:23])=[CH:19][CH:18]=2)=[CH:12][CH:11]=1)[CH3:8])(=O)(=O)C.[NH2:24][C:25]([CH3:29])([CH3:28])[CH2:26][OH:27]>O>[ClH:23].[OH:27][CH2:26][C:25]([NH:24][CH2:6][CH:7]([O:9][C:10]1[CH:11]=[CH:12][C:13]([O:16][C:17]2[CH:18]=[CH:19][C:20]([Cl:23])=[CH:21][CH:22]=2)=[CH:14][CH:15]=1)[CH3:8])([CH3:29])[CH3:28] |f:3.4|. Procedure details: A mixture of 13 g (0.0365 mol) of the mesylate of Example 34 and of 32.5 g (0.365 mol) of 2-amino-2-methyl-1-propanol is heated slowly to 170° C. The reaction mixture is allowed to return to ambient temperature and is taken up in water. The insoluble matter is extracted with diethyl ether and the organic phase obtained is washed with water and dried over dry sodium sulphate to give, after evaporation of the solvent, 12.7 g of a limpid pale yellow oil. After treating 12 g of this oil in a solutio... Reactants: C1(C=2C(C(N1)=O)=CC=CC2)=O (phthalimide), C1(C=2C(C(N1)=O)=CC=CC2)=O (phthalimide), C=O (formalin). The solvent is ClCCCl (1,2-dichloroethane). Yields the product C(O)N1C(C=2C(C1=O)=CC=CC2)=O (N-methylolphthalimide). Reaction SMILES: [C:1]1(=[O:11])[NH:5][C:4](=[O:6])[C:3]2=[CH:7][CH:8]=[CH:9][CH:10]=[C:2]12.[CH2:12]=[O:13]>ClCCCl>[CH2:12]([N:5]1[C:1](=[O:11])[C:2]2=[CH:10][CH:9]=[CH:8][CH:7]=[C:3]2[C:4]1=[O:6])[OH:13]. Reported procedure: Heterodisperse gel-type or macroporous anion exchangers are obtained, for example, by the phthalimide process according to U.S. Pat. No. 4,952,608, the contents of which are incorporated into the present application by reference. In this process, for example, phthalimide and formalin in 1,2-dichloroethane are first introduced and reacted to form N-methylolphthalimide. From this is produced bis(phthalimidomethyl) ether. First oleum, then polystyrene polymer beads crosslinked at 5% by weight are i... Starting materials: O (water), potassium tert-butylate, ClC1=C(CC#N)C=CC(=C1)Cl (2,4-Dichlorobenzyl cyanide), COC(C1=CN=C(C=C1)OC)=O (methyl-6-methoxynicotinate). Run in C(C)(C)(C)O (tert-butanol). Reaction conditions: temperature 100 celsius. Yields the product ClC1=C(C=CC(=C1)Cl)C(C#N)C(=O)C=1C=NC(=CC1)OC (2-(2,4-Dichloro-phenyl)-3-(6-methoxy-pyridin-3-yl)-3-oxo-propionitrile). The yield is 29.3%. RXN SMILES: CO[C:3](=[O:12])[C:4]1[CH:9]=[CH:8][C:7]([O:10][CH3:11])=[N:6][CH:5]=1.[Cl:13][C:14]1[CH:22]=[C:21]([Cl:23])[CH:20]=[CH:19][C:15]=1[CH2:16][C:17]#[N:18].O>C(O)(C)(C)C>[Cl:13][C:14]1[CH:22]=[C:21]([Cl:23])[CH:20]=[CH:19][C:15]=1[CH:16]([C:3]([C:4]1[CH:5]=[N:6][C:7]([O:10][CH3:11])=[CH:8][CH:9]=1)=[O:12])[C:17]#[N:18]. Reported procedure: To a suspension of potassium-tert-butylate (2.052 g) in tert-butanol (25 ml) was added methyl-6-methoxynicotinate (2.5 g). 2,4-Dichlorobenzyl cyanide (2.782 g) was added portion wise. The mixture was heated to 100° C. for 1.5 h. After cooling to room temperature, water (100 ml) was added and the mixture was washed with diethyl ether. The aqueous phase was neutralized with concentrated aqueous HCl and extracted with EtOAc. The organic phase was washed with water and with brine, dried (MgSO4), fil... The reactants are O=C(O)CCC(O)=NBr, N#Cc1ncccc1O, CC#N, CCOC(C)=O, O. Yields the product N#Cc1nc(Br)ccc1O. RXN SMILES: [Br:10][N:11]=[C:12]([OH:13])[CH2:14][CH2:15][C:16]([OH:17])=[O:18].[C:1](#[N:2])[c:3]1[n:4][cH:5][cH:6][cH:7][c:8]1[OH:9].[C:20](#[N:21])[CH3:22].[CH3:23][CH2:24][O:25][C:26](=[O:27])[CH3:28].[OH2:19]>>[C:1](#[N:2])[c:3]1[n:4][c:5]([Br:10])[cH:6][cH:7][c:8]1[OH:9].